This data is from the Open Reaction Database (ORD), a public repository of structured organic reaction records. The task is: describe an organic reaction: reactants, conditions, products, and yield Reactants: FC(C(=O)O)(F)F.C(CCC)NC1=NC(=C2N=C(NC2=N1)OC)N (N2-Butyl-8-(methyloxy)-9H-purine-2,6-diamine trifluoroacetate), C([O-])([O-])=O.[K+].[K+] (potassium carbonate), BrCCCCCl (1-bromo-4-chlorobutane). Solvent: CN(C)C=O (DMF). Run at temperature 50 celsius, time 20 hour. Yields the product C(CCC)NC1=NC(=C2N=C(N(C2=N1)CCCCCl)OC)N (N2-Butyl-9-(4-chlorobutyl)-8-(methyloxy)-9H-purine-2,6-diamine). The yield is 109.4%. RXN SMILES: FC(F)(F)C(O)=O.[CH2:8]([NH:12][C:13]1[N:21]=[C:20]2[C:16]([N:17]=[C:18]([O:22][CH3:23])[NH:19]2)=[C:15]([NH2:24])[N:14]=1)[CH2:9][CH2:10][CH3:11].C(=O)([O-])[O-].[K+].[K+].Br[CH2:32][CH2:33][CH2:34][CH2:35][Cl:36]>CN(C=O)C>[CH2:8]([NH:12][C:13]1[N:21]=[C:20]2[C:16]([N:17]=[C:18]([O:22][CH3:23])[N:19]2[CH2:32][CH2:33][CH2:34][CH2:35][Cl:36])=[C:15]([NH2:24])[N:14]=1)[CH2:9][CH2:10][CH3:11] |f:0.1,2.3.4|. Procedure: N2-Butyl-8-(methyloxy)-9H-purine-2,6-diamine trifluoroacetate (5 g, 14.27 mmol) and potassium carbonate (4.93 g, 35.7 mmol) were suspended in DMF (40 ml) and heated to 50° C. under nitrogen for 30 mins. The mixture was cooled to room temperature, 1-bromo-4-chlorobutane (1.645 ml, 14.27 mmol) was added and stirring was continued at room temperature for 20 hours. The solvent was concentrated under vacuum and the residue was partitioned between DCM (100 ml) and water (100 ml). The layers were separ... Starting materials: CC(C)(C)c1cc(C2SCC(=O)N2c2ccc([N+](=O)[O-])cc2)cc(C(C)(C)C)c1O, O=C([O-])O, CCOC(C)=O, [Na+], Cl[Sn](Cl)(Cl)Cl. The product is CC(C)(C)c1cc(C2SCC(=O)N2c2ccc(N)cc2)cc(C(C)(C)C)c1O. As a reaction SMILES: [C:1]([CH3:2])([CH3:3])([CH3:4])[c:5]1[cH:6][c:7]([CH:16]2[S:17][CH2:18][C:19](=[O:30])[N:20]2[c:21]2[cH:22][cH:23][c:24]([N+:27]([O-:28])=[O:29])[cH:25][cH:26]2)[cH:8][c:9]([C:12]([CH3:13])([CH3:14])[CH3:15])[c:10]1[OH:11].[C:36](=[O:37])([O-:38])[OH:39].[CH3:41][CH2:42][O:43][C:44](=[O:45])[CH3:46].[Na+:40].[Sn:31]([Cl:32])([Cl:33])([Cl:34])[Cl:35]>>[C:1]([CH3:2])([CH3:3])([CH3:4])[c:5]1[cH:6][c:7]([CH:16]2[S:17][CH2:18][C:19](=[O:30])[N:20]2[c:21]2[cH:22][cH:23][c:24]([NH2:27])[cH:25][cH:26]2)[cH:8][c:9]([C:12]([CH3:13])([CH3:14])[CH3:15])[c:10]1[OH:11]. Starting materials: C(CC(O)(C(=O)[O-])CC(=O)[O-])(=O)[O-] (Citrate), CC(=O)C (Acetone). Run in CO (methanol). Yields the product C(CC(O)(C(=O)[O-])CC(=O)[O-])(=O)[O-].CC(=O)C.CO (Citrate Acetone MeOH). RXN SMILES: [C:1]([O-:13])(=[O:12])[CH2:2][C:3]([CH2:8][C:9]([O-:11])=[O:10])([C:5]([O-:7])=[O:6])[OH:4].[CH3:14][C:15]([CH3:17])=[O:16]>CO>[C:1]([O-:13])(=[O:12])[CH2:2][C:3]([CH2:8][C:9]([O-:11])=[O:10])([C:5]([O-:7])=[O:6])[OH:4].[CH3:14][C:15]([CH3:17])=[O:16].[CH3:3][OH:4] |f:3.4.5|. Reported procedure: Add 18 ml Citrate solution, 27 ml Acetone, and 5 ml absolute methanol. Reactants: ClC=1C=C2C(=NC1)N(C=C2C2=NC=C(C(=N2)S(=O)(=O)C)F)S(=O)(=O)C2=CC=C(C)C=C2 (5-chloro-3-(5-fluoro-4-(methylsulfonyl)pyrimidin-2-yl)-1-tosyl-1H-pyrrolo[2,3-b]pyridine), 1a, NC1CC(CCC1)O (3-aminocyclohexanol), CCN(C(C)C)C(C)C (DIEA). Solvent: C1CCOC1 (THF). Conditions: temperature 130 celsius. The product is ClC=1C=C2C(=NC1)N(C=C2C2=NC=C(C(=N2)NC2(CCCCC2)O)F)S(=O)(=O)C2=CC=C(C)C=C2 ((2-(5-chloro-1-tosyl-1H-pyrrolo[2,3-b]pyridin-3-yl)-5-fluoropyrimidin-4-ylamino)cyclohexanol). As a reaction SMILES: [Cl:1][C:2]1[CH:3]=[C:4]2[C:10]([C:11]3[N:16]=[C:15](S(C)(=O)=O)[C:14]([F:21])=[CH:13][N:12]=3)=[CH:9][N:8]([S:22]([C:25]3[CH:31]=[CH:30][C:28]([CH3:29])=[CH:27][CH:26]=3)(=[O:24])=[O:23])[C:5]2=[N:6][CH:7]=1.N[CH:33]1[CH2:38][CH2:37][CH2:36][CH:35]([OH:39])[CH2:34]1.CC[N:42](C(C)C)C(C)C>C1COCC1>[Cl:1][C:2]1[CH:3]=[C:4]2[C:10]([C:11]3[N:16]=[C:15]([NH:42][C:35]4([OH:39])[CH2:36][CH2:37][CH2:38][CH2:33][CH2:34]4)[C:14]([F:21])=[CH:13][N:12]=3)=[CH:9][N:8]([S:22]([C:25]3[CH:31]=[CH:30][C:28]([CH3:29])=[CH:27][CH:26]=3)(=[O:24])=[O:23])[C:5]2=[N:6][CH:7]=1. Procedure details: To a solution of 5-chloro-3-(5-fluoro-4-(methylsulfonyl)pyrimidin-2-yl)-1-tosyl-1H-pyrrolo[2,3-b]pyridine, 1a, (1.09 g, 2.34 mmol) and 3-aminocyclohexanol (0.32 g, 2.82 mmol) in THF was added DIEA (0.60 g, 4.69 mmol). The reaction mixture was heated at 130° C. in microwave for 10 min. The solvent was removed under reduced pressure and the resulting residue was purified by silica gel chromatography to afford 550 mg of the desired product, 27a. Starting materials: [Cr](=O)(=O)([O-])Cl.[NH+]1=CC=CC=C1 (pyridiniumchlorochromate), BrCCCCCCCCCCCO (11-bromoundecanol), C(C)OCC (diethylether). Run in ClCCl (dichloromethane), ClCCl (dichloromethane). Run at time 2 hour. The product is C(C)OC(CCCCCCCCCCBr)OCC (11-bromoundecanal diethyl acetal). Reaction SMILES: [Cr](Cl)([O-])(=O)=O.[NH+]1C=CC=[CH:8][CH:7]=1.[CH2:12]([O:14]CC)[CH3:13].[Br:17][CH2:18][CH2:19][CH2:20][CH2:21][CH2:22][CH2:23][CH2:24][CH2:25][CH2:26][CH2:27][CH2:28][OH:29]>ClCCl>[CH2:7]([O:29][CH:28]([O:14][CH2:12][CH3:13])[CH2:27][CH2:26][CH2:25][CH2:24][CH2:23][CH2:22][CH2:21][CH2:20][CH2:19][CH2:18][Br:17])[CH3:8] |f:0.1|. Procedure: In a 250 ml round bottomed flask, 12.5 g of 11-bromoundecanol was dissolved in 50 ml of dichloromethane. A slurry of 16.2 g pyridiniumchlorochromate (PCC) in 100 ml of dichloromethane was added. The mixture was stirred at room temperature for 2 hours and then poured into 300 ml of diethylether. A brown solid was filtered off and the liquid phase was passed through a short column of silica gel using diethylether as eluent. The organic solvent was evaporated under reduced pressure and the residue ... Procedure details: To a round bottom flask was added 1-(2-trimethylsilanyl-ethoxymethyl)-1H-imidazole-4-carbonitrile (310 mg, 3.19 mmol) in THF (10 ml), followed by the addition Ti(OiPr)4 (0.9 ml, 3.05 mmol) Next, EtMgBr (3.0 M in ether) (1.85 ml, 5.55 mmol) was added slowly. The clear solution changed to dark and gas evolved was found. The reaction mixture was stirred at room temperature for 0.5 h. The reaction mixture was added with water (10 ml). The solid precipitate was filtered through celite. The filter cak... Yields the product C[Si](CCOCN1C=NC(=C1)C1(CC1)N)(C)C (1-[1-(2-trimethylsilanyl-ethoxymethyl)-1H-imidazol-4-yl]-cyclopropylamine). Run in C1CCOC1 (THF). Reagents/catalysts: CC(C)O[Ti](OC(C)C)(OC(C)C)OC(C)C (Ti(OiPr)4). Reaction SMILES: [CH3:1][Si:2]([CH3:15])([CH3:14])[CH2:3][CH2:4][O:5][CH2:6][N:7]1[CH:11]=[C:10]([C:12]#[N:13])[N:9]=[CH:8]1.[CH3:16][CH2:17][Mg+].[Br-].O>C1COCC1.CC(O[Ti](OC(C)C)(OC(C)C)OC(C)C)C>[CH3:1][Si:2]([CH3:15])([CH3:14])[CH2:3][CH2:4][O:5][CH2:6][N:7]1[CH:11]=[C:10]([C:12]2([NH2:13])[CH2:17][CH2:16]2)[N:9]=[CH:8]1 |f:1.2|. Yield: 49.5%. Starting materials: CC[Mg+].[Br-] (EtMgBr), C[Si](CCOCN1C=NC(=C1)C#N)(C)C (1-(2-trimethylsilanyl-ethoxymethyl)-1H-imidazole-4-carbonitrile), O (water). Run at time 0.5 hour. The product is CCC(CC(O)(C=O)C(F)(F)F)c1ccc(F)c(Cl)c1OC. Reaction SMILES: [B:34]([Br:35])([Br:36])[Br:37].[Cl:1][c:2]1[c:3]([O:32][CH3:33])[c:4]([CH:9]([CH2:10][C:11]([CH:12]=[N:13][c:14]2[cH:15][cH:16][cH:17][c:18]3[c:19]2[cH:20][cH:21][c:22](=[O:23])[nH:24]3)([C:25]([F:26])([F:27])[F:28])[OH:29])[CH2:30][CH3:31])[cH:5][cH:6][c:7]1[F:8].[Cl:43][CH2:44][Cl:45].[Na+:42].[O-:38][C:39]([OH:40])=[O:41]>>[Cl:1][c:2]1[c:3]([O:32][CH3:33])[c:4]([CH:9]([CH2:10][C:11]([C:25]([F:26])([F:27])[F:28])([OH:29])[CH:39]=[O:38])[CH2:30][CH3:31])[cH:5][cH:6][c:7]1[F:8]. Reactants: BrB(Br)Br, CCC(CC(O)(C=Nc1cccc2[nH]c(=O)ccc12)C(F)(F)F)c1ccc(F)c(Cl)c1OC, ClCCl, [Na+], O=C([O-])O. Product: COC(=O)c1cnc(OCC2CCCN2C(=O)OC(C)(C)C)c(Cl)c1. The reactants are CC(C)(C)OC(=O)N1CCCC1CO, C1CCOC1, COC(=O)c1cnc(O)c(Cl)c1, CC(C)OC(=O)N=NC(=O)OC(C)C, c1ccc(P(c2ccccc2)c2ccccc2)cc1. Reaction SMILES: [C:13]([CH3:14])([CH3:15])([CH3:16])[O:17][C:18](=[O:19])[N:20]1[CH:21]([CH2:22][OH:23])[CH2:24][CH2:25][CH2:26]1.[CH2:60]1[O:61][CH2:62][CH2:63][CH2:64]1.[Cl:1][c:2]1[c:3]([OH:12])[n:4][cH:5][c:6]([C:8](=[O:9])[O:10][CH3:11])[cH:7]1.[O:46]=[C:47]([O:48][CH:49]([CH3:50])[CH3:51])[N:52]=[N:53][C:54]([O:55][CH:56]([CH3:57])[CH3:58])=[O:59].[c:27]1([P:28]([c:29]2[cH:30][cH:31][cH:32][cH:33][cH:34]2)[c:35]2[cH:36][cH:37][cH:38][cH:39][cH:40]2)[cH:41][cH:42][cH:43][cH:44][cH:45]1>>[Cl:1][c:2]1[c:3]([O:12][CH2:22][CH:21]2[N:20]([C:18]([O:17][C:13]([CH3:14])([CH3:15])[CH3:16])=[O:19])[CH2:26][CH2:25][CH2:24]2)[n:4][cH:5][c:6]([C:8](=[O:9])[O:10][CH3:11])[cH:7]1. The product is CS(=O)(=O)c1ccc(C(O)(CC2CCCC2)c2cc3cc(F)cnc3n2S(=O)(=O)c2ccccc2)cc1. Starting materials: CO, CCOC(C)=O, [K+], O=[Mn](=O)(=O)[O-], O, CS(=O)c1ccc(C(O)(CC2CCCC2)c2cc3cc(F)cnc3n2S(=O)(=O)c2ccccc2)cc1. Reaction SMILES: [CH3:43][OH:44].[CH3:46][CH2:47][O:48][C:49](=[O:50])[CH3:51].[K+:42].[Mn:37](=[O:38])([O-:39])(=[O:40])=[O:41].[OH2:45].[c:1]1([S:7](=[O:8])(=[O:9])[n:10]2[c:11]([C:20]([CH2:21][CH:22]3[CH2:23][CH2:24][CH2:25][CH2:26]3)([OH:27])[c:28]3[cH:29][cH:30][c:31]([S:34](=[O:35])[CH3:36])[cH:32][cH:33]3)[cH:12][c:13]3[c:14]2[n:15][cH:16][c:17]([F:19])[cH:18]3)[cH:2][cH:3][cH:4][cH:5][cH:6]1>>[c:1]1([S:7](=[O:8])(=[O:9])[n:10]2[c:11]([C:20]([CH2:21][CH:22]3[CH2:23][CH2:24][CH2:25][CH2:26]3)([OH:27])[c:28]3[cH:29][cH:30][c:31]([S:34](=[O:35])([CH3:36])=[O:38])[cH:32][cH:33]3)[cH:12][c:13]3[c:14]2[n:15][cH:16][c:17]([F:19])[cH:18]3)[cH:2][cH:3][cH:4][cH:5][cH:6]1. The reactants are BrC(C=1C=NOC1C1CC1)C1=C(C=C(C=C1)S(=O)(=O)C)Cl (4-[bromo-(2-chloro-4-methanesulphonylphenyl)-methyl]-5-cyclopropylisoxazole), CO (methanol). Run in C1(=CC=CC=C1)C (toluene). The product is COC(C=1C=NOC1C1CC1)C1=C(C=C(C=C1)S(=O)(=O)C)Cl (4-[methoxy-(2-chloro-4-methanesulphonyl-phenyl)methyl]-5-cyclopropylisoxazole). Reaction SMILES: Br[CH:2]([C:11]1[CH:16]=[CH:15][C:14]([S:17]([CH3:20])(=[O:19])=[O:18])=[CH:13][C:12]=1[Cl:21])[C:3]1[CH:4]=[N:5][O:6][C:7]=1[CH:8]1[CH2:10][CH2:9]1.[CH3:22][OH:23]>C1(C)C=CC=CC=1>[CH3:22][O:23][CH:2]([C:11]1[CH:16]=[CH:15][C:14]([S:17]([CH3:20])(=[O:19])=[O:18])=[CH:13][C:12]=1[Cl:21])[C:3]1[CH:4]=[N:5][O:6][C:7]=1[CH:8]1[CH2:10][CH2:9]1. Procedure details: A mixture of 4-[bromo-(2-chloro-4-methanesulphonylphenyl)-methyl]-5-cyclopropylisoxazole (2.5 g) and methanol (2.0 ml) in toluene was stirred at reflux for 16 hours. The resultant solution was evaporated to dryness and the residue was dissolved in ethyl acetate. This solution was washed with water, dried (MgSO4), and filtered. The filtrate was evaporated to dryness. The residue was purified by chromatography on silica eluted with ethyl acetate and petroleum ether to give 4-[methoxy-(2-chloro-4-m...